Dataset: the Open Reaction Database (ORD), a public repository of structured organic reaction records. Task: describe an organic reaction: reactants, conditions, products, and yield Starting materials: CO, [K+], [OH-], CCOC(=O)c1cnn(CCCc2ccccc2)c1. The product is O=C(O)c1cnn(CCCc2ccccc2)c1. As a reaction SMILES: [CH3:22][OH:23].[K+:21].[OH-:20].[c:1]1([CH2:7][CH2:8][CH2:9][n:10]2[n:11][cH:12][c:13]([C:15](=[O:16])[O:17][CH2:18][CH3:19])[cH:14]2)[cH:2][cH:3][cH:4][cH:5][cH:6]1>>[c:1]1([CH2:7][CH2:8][CH2:9][n:10]2[n:11][cH:12][c:13]([C:15](=[O:16])[OH:17])[cH:14]2)[cH:2][cH:3][cH:4][cH:5][cH:6]1.